This data is from the Open Reaction Database (ORD), a public repository of structured organic reaction records. The task is: describe an organic reaction: reactants, conditions, products, and yield Reactants: C(CCC)[Li] (n-Butyl lithium), C1=CC=CC=2OC3=CC=CC=C3C(C12)C#N (9H-Xanthene-9-carbonitrile), CCOC(=O)CBr (ethyl bromo acetate). The solvent is hexanes, CCOCC (Et2O). Run at time 30 minute. Yields the product C(C)OC(CC1(C2=CC=CC=C2OC=2C=CC=CC12)C#N)=O ((9-Cyano-9H-xanthen-9-yl)-acetic acid ethyl ester). Isolated yield 63.6%. RXN SMILES: [CH:1]1[C:14]2[CH:13]([C:15]#[N:16])[C:12]3[C:7](=[CH:8][CH:9]=[CH:10][CH:11]=3)[O:6][C:5]=2[CH:4]=[CH:3][CH:2]=1.C([Li])CCC.[CH3:22][CH2:23][O:24][C:25]([CH2:27]Br)=[O:26]>CCOCC>[CH2:23]([O:24][C:25](=[O:26])[CH2:27][C:13]1([C:15]#[N:16])[C:14]2[CH:1]=[CH:2][CH:3]=[CH:4][C:5]=2[O:6][C:7]2[C:12]1=[CH:11][CH:10]=[CH:9][CH:8]=2)[CH3:22]. Procedure details: 9H-Xanthene-9-carbonitrile [27] (1.0 g, 4.825 mmol) was dissolved in anhydrous Et2O and cooled in an icebath. n-Butyl lithium (1.93 mL, 6.75 mmol. 2.5M soln. in hexanes) was added dropwise over 10 min. with continuos stirring. Stirring was continued for 30 min. at the same temperature and then brought to room temperature. The reaction mixture was heated at reflux (1 hr), cooled in an icebath and ethyl bromo acetate (0.75 mL, 6.755 mmol) was added dropwise via syringe. The resulting mixture was h... As a reaction SMILES: [CH2:42]([N:43]=[C:44]=[N:45][CH2:46][CH2:47][CH2:48][N:49]([CH3:50])[CH3:51])[CH3:52].[CH3:32][N:33]([c:34]1[cH:35][cH:36][cH:37][cH:38][n:39]1)[CH3:40].[Cl:1][c:2]1[cH:3][c:4]([CH2:5][n:6]2[c:7]([C:15](=[O:16])[OH:17])[cH:8][c:9]3[cH:10][cH:11][cH:12][cH:13][c:14]23)[cH:18][cH:19][c:20]1[Cl:21].[Cl:54][CH2:55][Cl:56].[ClH:41].[ClH:53].[c:22]1([S:28](=[O:29])(=[O:30])[NH2:31])[cH:23][cH:24][cH:25][cH:26][cH:27]1>>[Cl:1][c:2]1[cH:3][c:4]([CH2:5][n:6]2[c:7]([C:15](=[O:17])[NH:31][S:28]([c:22]3[cH:23][cH:24][cH:25][cH:26][cH:27]3)(=[O:29])=[O:30])[cH:8][c:9]3[cH:10][cH:11][cH:12][cH:13][c:14]23)[cH:18][cH:19][c:20]1[Cl:21]. Yields the product O=C(NS(=O)(=O)c1ccccc1)c1cc2ccccc2n1Cc1ccc(Cl)c(Cl)c1. The reactants are CCN=C=NCCCN(C)C, CN(C)c1ccccn1, O=C(O)c1cc2ccccc2n1Cc1ccc(Cl)c(Cl)c1, ClCCl, Cl, Cl, NS(=O)(=O)c1ccccc1. Starting materials: BrC=1C=CC(=C(C1)S)C(CC(C)(O)C)(C)C (5-bromo-2-(1,1,3-trimethyl-3-hydroxybutyl) thiophenol), BrC=1C=CC(=C(C1)S)C(CC(C)(O)C)(C)C (5-bromo-2-(1,1,3-trimethyl-3-hydroxybutyl) thiophenol). The solvent is S(O)(O)(=O)=O (sulfuric acid). Yields the product CC1(SC2=CC(=CC=C2C(C1)(C)C)Br)C (2,2,4,4 Tetramethyl-7-bromo-thiochroman). RXN SMILES: [Br:1][C:2]1[CH:3]=[CH:4][C:5]([C:9]([CH3:16])([CH3:15])[CH2:10][C:11]([CH3:14])(O)[CH3:12])=[C:6]([SH:8])[CH:7]=1>S(=O)(=O)(O)O>[CH3:12][C:11]1([CH3:14])[CH2:10][C:9]([CH3:16])([CH3:15])[C:5]2[C:6](=[CH:7][C:2]([Br:1])=[CH:3][CH:4]=2)[S:8]1. Procedure details: A mixture of 10 g (33 mmol) of 5-bromo-2-(1,1,3-trimethyl-3-hydroxybutyl) thiophenol (Compound 35) and 100 ml of 20 percent aqueous sulfuric acid was heated at reflux for 48 hours. The mixture was cooled to room temperature and extracted with 2×50 ml of ether. The ether extracts were combined and washed with 25 ml of saturated sodium bicarbonate solution and 25 ml of saturated NaCl solution and dried (MgSO4). The solvent was removed in vacuo and the residue purified by flash column chromatograph... Reactants: C(C1=CC=CC=C1)OC(=O)N1[C@@H](C[C@H](C1)OS(=O)(=O)C)C(=O)O ((2S,4R)-1-benzyloxycarbonyl-2-carboxy-4-methanesulfonyloxypyrrolidine), C(C)(=O)O (acetic acid), [BH4-].[Na+] (sodium borohydride), B(F)(F)F.CCOCC (boron trifluoride etherate), ice water. Solvent: O1CCCC1 (tetrahydrofuran), O1CCCC1 (tetrahydrofuran). Product: C(C1=CC=CC=C1)OC(=O)N1[C@@H](C[C@H](C1)OS(=O)(=O)C)CO ((2S,4R)-1-benzyloxycarbonyl-2-hydroxymethyl-4-methanesulfonyloxypyrrolidine). Isolated yield 89.6%. RXN SMILES: [BH4-].[Na+].B(F)(F)F.CCOCC.[CH2:12]([O:19][C:20]([N:22]1[CH2:26][C@H:25]([O:27][S:28]([CH3:31])(=[O:30])=[O:29])[CH2:24][C@H:23]1[C:32](O)=[O:33])=[O:21])[C:13]1[CH:18]=[CH:17][CH:16]=[CH:15][CH:14]=1.C(O)(=O)C>O1CCCC1>[CH2:12]([O:19][C:20]([N:22]1[CH2:26][C@H:25]([O:27][S:28]([CH3:31])(=[O:30])=[O:29])[CH2:24][C@H:23]1[CH2:32][OH:33])=[O:21])[C:13]1[CH:14]=[CH:15][CH:16]=[CH:17][CH:18]=1 |f:0.1,2.3|. Reported procedure: To a suspension of sodium borohydride (10.7 g) in tetrahydrofuran (600 ml) was added boron trifluoride etherate (43.4 ml) with stirring at 0°-10° C. After stirring for 30 minutes, a solution of (2S,4R)-1-benzyloxycarbonyl-2-carboxy-4-methanesulfonyloxypyrrolidine (66.2 g) in tetrahydrofuran (80 ml) was added to the mixture at 0°-10° C. The mixture was stirred at the same condition for 2 hours. Glacial acetic acid (20 ml) was added to the mixture at 0°-5° C. The reaction mixture was stirred at am... The reactants are COc1ccc(Cn2ncc3c4c(cnc32)CN(C(=O)OC(C)(C)C)CC4)cc1, CCCCCC, ClCCl, O=C(O)C(F)(F)F. The product is COc1ccc(Cn2ncc3c4c(cnc32)CNCC4)cc1. Reaction SMILES: [CH3:1][O:2][c:3]1[cH:4][cH:5][c:6]([CH2:7][n:8]2[n:9][cH:10][c:11]3[c:12]2[n:13][cH:14][c:15]2[c:20]3[CH2:19][CH2:18][N:17]([C:21]([O:22][C:23]([CH3:24])([CH3:25])[CH3:26])=[O:27])[CH2:16]2)[cH:28][cH:29]1.[CH3:37][CH2:38][CH2:39][CH2:40][CH2:41][CH3:42].[Cl:43][CH2:44][Cl:45].[OH:30][C:31]([C:32]([F:33])([F:34])[F:35])=[O:36]>>[CH3:1][O:2][c:3]1[cH:4][cH:5][c:6]([CH2:7][n:8]2[n:9][cH:10][c:11]3[c:12]2[n:13][cH:14][c:15]2[c:20]3[CH2:19][CH2:18][NH:17][CH2:16]2)[cH:28][cH:29]1. Reactants: CCC(N)C(=O)O, Cl, COC(=O)C(N)C1CC1. Yields the product Cl, CCC(N)C(=O)OC. Reaction SMILES: [CH3:11][CH2:12][CH:13]([C:14](=[O:15])[OH:16])[NH2:17].[ClH:1].[NH2:2][CH:3]([C:4](=[O:5])[O:6][CH3:7])[CH:8]1[CH2:9][CH2:10]1>>[ClH:1].[NH2:2][CH:3]([C:4](=[O:5])[O:6][CH3:7])[CH2:8][CH3:9]. Starting materials: C1(=CC=C(C=C1)S(=O)(=O)Cl)C (p-toluenesulfonyl chloride), C(C1=CC=CC=C1)OC1=CC=C2C3=C(C=NC2=C1)N=C1N3CCOC1 (3-(benzyloxy)-10,11-dihydro-8H-[1,4]oxazino[4′,3′:1,2]imidazo[4,5-c]quinoline), [OH-].[NH4+] (ammonium hydroxide), ClC=1C=C(C(=O)OO)C=CC1 (3-chloroperoxybenzoic acid). Run in ClCCl (dichloromethane). Product: C(C1=CC=CC=C1)OC1=CC=C2C3=C(C(=NC2=C1)N)N=C1N3CCOC1 (3-(benzyloxy)-10,11-dihydro-8H-[1,4]oxazino[4′,3′:1,2]imidazo[4,5-c]quinolin-6-amine). RXN SMILES: [CH2:1]([O:8][C:9]1[CH:18]=[C:17]2[C:12]([C:13]3[N:21]4[CH2:22][CH2:23][O:24][CH2:25][C:20]4=[N:19][C:14]=3[CH:15]=[N:16]2)=[CH:11][CH:10]=1)[C:2]1[CH:7]=[CH:6][CH:5]=[CH:4][CH:3]=1.ClC1C=C(C=CC=1)C(OO)=O.[OH-].[NH4+:38].C1(C)C=CC(S(Cl)(=O)=O)=CC=1>ClCCl>[CH2:1]([O:8][C:9]1[CH:18]=[C:17]2[C:12]([C:13]3[N:21]4[CH2:22][CH2:23][O:24][CH2:25][C:20]4=[N:19][C:14]=3[C:15]([NH2:38])=[N:16]2)=[CH:11][CH:10]=1)[C:2]1[CH:3]=[CH:4][CH:5]=[CH:6][CH:7]=1 |f:2.3|. Procedure details: A 1-liter round bottom flask was charged with 3-(benzyloxy)-10,11-dihydro-8H-[1,4]oxazino[4′,3′:1,2]imidazo[4,5-c]quinoline (5.0 g, 15.1 millimoles (mmol)) and dichloromethane (200 mL). To this solution was slowly added in small portions 3-chloroperoxybenzoic acid (mCPBA) (5.2 g of 50% pure material, 15.1 mmol, 1.0 eq). The reaction was maintained at room temperature for 3 hours. Concentrated ammonium hydroxide (100 mL) was added followed by p-toluenesulfonyl chloride (3.2 g, 16.6 mmol, 1.1 eq) ... Reactants: FC1=C(N)C(=CC=C1)F (2,6-difluoroaniline), C(C)(=O)NC1=C(C(=NN1)S(=O)(=O)Cl)C(=O)OC (5-acetamido-4-methoxycarbonylpyrazole-3-sulphonyl chloride). Reagents/catalysts: CN(C)C1=CC=NC=C1 (N,N-dimethyl-4-aminopyridine). Solvent: N1=CC=CC=C1 (pyridine). Run at temperature 25 celsius, time 48 hour. Yields the product C(C)(=O)NC1=C(C(=NN1)S(=O)(=O)NC1=C(C=CC=C1F)F)C(=O)OC (5-Acetamido-N-(2,6-difluorophenyl)-4-methoxycarbonylpyrazole-3-sulphonamide). Reaction SMILES: [F:1][C:2]1[CH:8]=[CH:7][CH:6]=[C:5]([F:9])[C:3]=1[NH2:4].[C:10]([NH:13][C:14]1[NH:18][N:17]=[C:16]([S:19](Cl)(=[O:21])=[O:20])[C:15]=1[C:23]([O:25][CH3:26])=[O:24])(=[O:12])[CH3:11]>CN(C1C=CN=CC=1)C.N1C=CC=CC=1>[C:10]([NH:13][C:14]1[NH:18][N:17]=[C:16]([S:19]([NH:4][C:3]2[C:2]([F:1])=[CH:8][CH:7]=[CH:6][C:5]=2[F:9])(=[O:20])=[O:21])[C:15]=1[C:23]([O:25][CH3:26])=[O:24])(=[O:12])[CH3:11]. Procedure details: 23.63 g (177.5 mmol) of 97% 2,6-difluoroaniline and 1.48 g N,N-dimethyl-4-aminopyridine was dissolved in 225 ml pyridine and 25.0 g (88.75 mmol) 5-acetamido-4-methoxycarbonylpyrazole-3-sulphonyl chloride added portionwise. The mixture was stirred for 48 hours at 25° C. The pyridine was distilled and the residue dissolved in 510 ml methylene chloride washed twice with 370 ml 5N hydrochloric acid and twice with 370 ml water, dried over magnesium sulphate and concentrated. The residue was triturate... The reactants are BrC=1C=C(C(=O)N(CCC2=CC(=CC=C2)C(F)(F)F)CC2=CC=C(C=C2)C(C)(C)C)C=C(C1)Cl (3-bromo-N-(4-tert-butyl-benzyl)-5-chloro-N-[2-(3-trifluoromethyl-phenyl)-ethyl]-benzamide), C(CC)B(O)O (n-propylboronic acid). The product is C(C)(C)(C)C1=CC=C(CN(C(C2=CC(=CC(=C2)CCC)Cl)=O)CCC2=CC(=CC=C2)C(F)(F)F)C=C1 (N-(4-tert-butyl-benzyl)-3-chloro-5-propyl-N-[2-(3-trifluoromethyl-phenyl)-ethyl]-benzamide). RXN SMILES: Br[C:2]1[CH:3]=[C:4]([CH:31]=[C:32]([Cl:34])[CH:33]=1)[C:5]([N:7]([CH2:20][C:21]1[CH:26]=[CH:25][C:24]([C:27]([CH3:30])([CH3:29])[CH3:28])=[CH:23][CH:22]=1)[CH2:8][CH2:9][C:10]1[CH:15]=[CH:14][CH:13]=[C:12]([C:16]([F:19])([F:18])[F:17])[CH:11]=1)=[O:6].[CH2:35](B(O)O)[CH2:36][CH3:37]>>[C:27]([C:24]1[CH:25]=[CH:26][C:21]([CH2:20][N:7]([CH2:8][CH2:9][C:10]2[CH:15]=[CH:14][CH:13]=[C:12]([C:16]([F:19])([F:18])[F:17])[CH:11]=2)[C:5](=[O:6])[C:4]2[CH:3]=[C:2]([CH2:35][CH2:36][CH3:37])[CH:33]=[C:32]([Cl:34])[CH:31]=2)=[CH:22][CH:23]=1)([CH3:29])([CH3:28])[CH3:30]. Reported procedure: The title compound was prepared in analogy to example 3, using 3-bromo-N-(4-tert-butyl-benzyl)-5-chloro-N-[2-(3-trifluoromethyl-phenyl)-ethyl]-benzamide (Example B176) and n-propylboronic acid. 516.2 [ISP (M+H)+]